This data is from the Open Reaction Database (ORD), a public repository of structured organic reaction records. The task is: describe an organic reaction: reactants, conditions, products, and yield Reactants: BrC=1C=C2C(=NC1)NC(=N2)C2=CC=C(C=C2)O (4-(6-bromo-3H-imidazo[4,5-b]pyridin-2-yl)phenol), [H-].[Na+] (sodium hydride), ClCC(=O)N (2-chloroacetamide). The solvent is C(C)(=O)OCC.CO (ethyl acetate methanol), CN(C)C=O (DMF). Conditions: temperature 60 celsius. The product is BrC=1C=C2C(=NC1)NC(=N2)C2=CC=C(OCC(=O)N)C=C2 (2-[4-(6-Bromo-3H-imidazo[4,5-b]pyridin-2-yl)phenoxy]acetamide). Reaction SMILES: [Br:1][C:2]1[CH:3]=[C:4]2[N:10]=[C:9]([C:11]3[CH:16]=[CH:15][C:14]([OH:17])=[CH:13][CH:12]=3)[NH:8][C:5]2=[N:6][CH:7]=1.[H-].[Na+].Cl[CH2:21][C:22]([NH2:24])=[O:23]>CN(C=O)C.C(OCC)(=O)C.CO>[Br:1][C:2]1[CH:3]=[C:4]2[N:10]=[C:9]([C:11]3[CH:12]=[CH:13][C:14]([O:17][CH2:21][C:22]([NH2:24])=[O:23])=[CH:15][CH:16]=3)[NH:8][C:5]2=[N:6][CH:7]=1 |f:1.2,5.6|. Procedure: To a mixture of 4-(6-bromo-3H-imidazo[4,5-b]pyridin-2-yl)phenol (58 mg, 0.2 mmol) and sodium hydride (55-65%, 18 mg, 0.4 mmol) in DMF (6 ml), 2-chloroacetamide (19 mg, 0.2 mmol) was added and the mixture was heated to 60° C. for 1 h. Column chromatography on silica using ethyl acetate/methanol as eluent afforded the title compound. Reactants: COc1ccc(C=O)c2c1oc1ccc([N+](=O)[O-])cc12, CC(C)=O, CC(C)=O, [K+], O=[Mn](=O)(=O)[O-], O. Product: COc1ccc(C(=O)O)c2c1oc1ccc([N+](=O)[O-])cc12. Reaction SMILES: [CH3:1][O:2][c:3]1[cH:4][cH:5][c:6]([CH:19]=[O:20])[c:7]2[c:8]1[o:9][c:10]1[c:11]2[cH:12][c:13]([N+:16](=[O:17])[O-:18])[cH:14][cH:15]1.[CH3:27][C:28](=[O:29])[CH3:30].[CH3:31][C:32]([CH3:33])=[O:34].[K+:26].[Mn:21](=[O:22])([O-:23])(=[O:24])=[O:25].[OH2:35]>>[CH3:1][O:2][c:3]1[cH:4][cH:5][c:6]([C:19](=[O:20])[OH:22])[c:7]2[c:8]1[o:9][c:10]1[c:11]2[cH:12][c:13]([N+:16](=[O:17])[O-:18])[cH:14][cH:15]1. The reactants are OCC=1C=CC2=C(N(C(C=3CCCNC23)=O)COC)C1 (8-(Hydroxymethyl)-6-(methoxymethyl)-1,2,3,4-tetrahydrobenzo[h][1,6]naphthyridine-5-(6H)-one), S(=O)(Cl)Cl (thionyl chloride), C([O-])(O)=O.[Na+] (sodium bicarbonate). Solvent: ClCCl (dichloromethane). Reaction conditions: time 2 hour. Product: ClCC=1C=CC2=C(N(C(C=3CCCNC23)=O)COC)C1 (8-(Chloromethyl)-6-(methoxymethyl)-1,2,3,4-tetrahydrobenzo[h][1,6]naphthyridine-5-(6H)-one). Isolated yield 96.5%. Reaction SMILES: O[CH2:2][C:3]1[CH:4]=[CH:5][C:6]2[C:15]3[NH:14][CH2:13][CH2:12][CH2:11][C:10]=3[C:9](=[O:16])[N:8]([CH2:17][O:18][CH3:19])[C:7]=2[CH:20]=1.S(Cl)([Cl:23])=O.C(=O)(O)[O-].[Na+]>ClCCl>[Cl:23][CH2:2][C:3]1[CH:4]=[CH:5][C:6]2[C:15]3[NH:14][CH2:13][CH2:12][CH2:11][C:10]=3[C:9](=[O:16])[N:8]([CH2:17][O:18][CH3:19])[C:7]=2[CH:20]=1 |f:2.3|. Procedure: Anhydrous dichloromethane (10 ml) was added to the compound (50.0 mg, 0.182 mmol) prepared in step 5, and thionyl chloride (0.016 ml, 0.219 mmol) was added dropwise at room temperature. The resulting mixture was stirred at room temperature for 2 hours and poured into sodium bicarbonate aqueous solution. The mixture was extracted with dichloromethane, dried over anhydrous magnesium sulfate, and concentrated under reduced pressure to obtain the title compound (51.4 mg, yield: 96%, white solid). Th... Procedure: To a solution of 2-amino-5-methoxy-benzoic acid (1.50 g, 8.97 mmol) in anhydrous acetonitrile (15 mL) at 50-55° C. were simultaneously added pyridine (1.42 g, 17.9 mmol) and a solution of triphosgene (0.870 g, 2.96 mmol) in anhydrous dichloromethane (20 mL) over 20 min span, and the reaction was stirred at 50-55° C. for 2 hours. The solvent was removed and the residue was mixed with water (100 mL), the solid was filtered and rinsed with cold water (30 mL) and dried. The crude was further washed ... The solvent is C(C)#N (acetonitrile), ClCCl (dichloromethane). Conditions: temperature 52.5 celsius, time 2 hour. The reactants are NC1=C(C(=O)O)C=C(C=C1)OC (2-amino-5-methoxy-benzoic acid), N1=CC=CC=C1 (pyridine), ClC(Cl)(OC(OC(Cl)(Cl)Cl)=O)Cl (triphosgene). Reaction SMILES: [NH2:1][C:2]1[CH:10]=[CH:9][C:8]([O:11][CH3:12])=[CH:7][C:3]=1[C:4]([OH:6])=[O:5].N1C=CC=CC=1.Cl[C:20](Cl)([O:22]C(=O)OC(Cl)(Cl)Cl)Cl>C(#N)C.ClCCl>[CH3:12][O:11][C:8]1[CH:9]=[CH:10][C:2]2[NH:1][C:20](=[O:22])[O:5][C:4](=[O:6])[C:3]=2[CH:7]=1. Product: COC1=CC2=C(NC(OC2=O)=O)C=C1 (6-methoxy-1H-benzo[d][1,3]oxazine-2,4-dione). Reactants: C(C)(=O)OCC (ethyl acetate), C=1C=CC(=CC1)P(=O)(C=2C=CC=CC2)N=[N+]=[N-] (DPPA), FC(C1=NC=C(C(=O)O)C=C1)(F)F (6-(trifluoromethyl)nicotinic acid). The solvent is C(C)N(CC)CC (triethylamine). Conditions: time 3 hour. Product: FC(C1=NC=C(CN=[N+]=[N-])C=C1)(F)F (6-(trifluoromethyl)nicotinyl azide). Isolated yield 99.0%. As a reaction SMILES: C(OCC)(=O)C.[F:7][C:8]([F:19])([F:18])[C:9]1[CH:17]=[CH:16][C:12]([C:13](O)=O)=[CH:11][N:10]=1.C1C=CC(P([N:34]=[N+:35]=[N-:36])(C2C=CC=CC=2)=O)=CC=1>C(N(CC)CC)C>[F:7][C:8]([F:19])([F:18])[C:9]1[CH:17]=[CH:16][C:12]([CH2:13][N:34]=[N+:35]=[N-:36])=[CH:11][N:10]=1. Procedure: Into ethyl acetate was suspended 1.91 g of 6-(trifluoromethyl)nicotinic acid, and then 1.52 g of triethylamine and 3.03 g of DPPA were added thereto, followed by 3 hours of stirring. The reaction solution was washed with a saturated sodium bicarbonate aqueous solution and saturated saline and the solvent was removed by evaporation to obtain 2.0 g of 6-(trifluoromethyl)nicotinyl azide as a solid. The resulting acid azide was dissolved into 20 ml of toluene and the solution was heated and refluxed...